Dataset: the Open Reaction Database (ORD), a public repository of structured organic reaction records. Task: describe an organic reaction: reactants, conditions, products, and yield The reactants are deBoc-ester, [OH-].[Na+] (NaOH), C(=O)(C(F)(F)F)O (TFA), C(C)(C)(C)OC(=O)NC1=CC=C(CC2=CC=C3C=C(C(OC3=C2)C(F)(F)F)C(=O)OCC)C=C1 (ethyl 7-{4-[(tert-butoxycarbonyl)amino]benzyl}-2-(trifluoromethyl)-2H-chromene-3-carboxylate), product. Solvent: C1CCOC1.CO (THF MeOH), Cl (HCl), C1CCOC1.O (THF H2O). Conditions: temperature 50 celsius, time 2 day. The product is FC(C(=O)O)(F)F.NC1=CC=C(CC2=CC=C3C=C(C(OC3=C2)C(F)(F)F)C(=O)O)C=C1 (7-(4-aminobenzyl)-2-(trifluoromethyl)-2H-chromene-3-carboxylic acid trifluoroacetate). As a reaction SMILES: C(OC([NH:8][C:9]1[CH:34]=[CH:33][C:12]([CH2:13][C:14]2[CH:23]=[C:22]3[C:17]([CH:18]=[C:19]([C:28]([O:30]CC)=[O:29])[CH:20]([C:24]([F:27])([F:26])[F:25])[O:21]3)=[CH:16][CH:15]=2)=[CH:11][CH:10]=1)=O)(C)(C)C.[C:35]([OH:41])([C:37]([F:40])([F:39])[F:38])=[O:36].[OH-].[Na+]>Cl.C1COCC1.O.C1COCC1.CO>[F:38][C:37]([F:40])([F:39])[C:35]([OH:41])=[O:36].[NH2:8][C:9]1[CH:34]=[CH:33][C:12]([CH2:13][C:14]2[CH:23]=[C:22]3[C:17]([CH:18]=[C:19]([C:28]([OH:30])=[O:29])[CH:20]([C:24]([F:27])([F:25])[F:26])[O:21]3)=[CH:16][CH:15]=2)=[CH:11][CH:10]=1 |f:2.3,5.6,7.8,9.10|. Procedure details: The ester from Step 1 was dissolved in 0.3 mL HCl in THF/H2O=1/1. The mixture was stirred at r.t for 2 days. Additional 2 mL TFA was added to above solution and the solution was stirred for 2 days. LCMS indicated that there was less than 10% product. The mixture was heated at 50° C. for 4 hrs. After purification, the combined deBoc-ester was redissolved in THF/MeOH=2/1 and NaOH (2.5 N, 2.5 eq). The mixture was stirred at r.t overnight. The mixture was purified by RPHPLC to give the title compoun... The reactants are BrBr (bromine), ClC1=C(C=C(C=C1)F)O (2-Chloro-5-fluorophenol), ClCCl (dichloromethane), [O-]S(=O)(=S)[O-].[Na+].[Na+] (Na2S2O3), BrBr (bromine). The solvent is C(Cl)(Cl)Cl (chloroform), C(Cl)(Cl)Cl (chloroform), C(Cl)(Cl)Cl (chloroform). Reaction conditions: temperature 75 celsius, time 2 hour. Product: BrC1=CC(=C(C=C1F)O)Cl (4-bromo-2-chloro-5-fluorophenol). RXN SMILES: [Cl:1][C:2]1[CH:7]=[CH:6][C:5]([F:8])=[CH:4][C:3]=1[OH:9].[Br:10]Br.ClCCl.[O-]S([O-])(=S)=O.[Na+].[Na+]>C(Cl)(Cl)Cl>[Br:10][C:6]1[C:5]([F:8])=[CH:4][C:3]([OH:9])=[C:2]([Cl:1])[CH:7]=1 |f:3.4.5|. Procedure details: 2-Chloro-5-fluorophenol (24.1 g, 165 mmol) was dissolved in anhydrous chloroform (200 mL), heated to 75° C. and treated with a solution of bromine (8.5 mL, 165 mmol) in anhydrous chloroform (40 mL) added dropwise over 5 minutes. After 3 hours the reaction was treated with additional bromine (1.7 mL, 33 mmol) in anhydrous chloroform (15 mL) and stirred at 75° C. After 2 hours, the reaction was cooled to room temperature and treated with dichloromethane (300 mL) and Na2S2O3 (100 mL, saturated aque... Starting materials: [Br-], C1CCOC1, CC(C)(C)[O-], C[P+](c1ccccc1)(c1ccccc1)c1ccccc1, COc1cccc(C(=O)c2c(CCN(C)C)sc3ccccc23)n1, [K+]. Product: C=C(c1cccc(OC)n1)c1c(CCN(C)C)sc2ccccc12. RXN SMILES: [Br-:31].[CH2:52]1[O:53][CH2:54][CH2:55][CH2:56]1.[CH3:1][C:2]([CH3:3])([O-:4])[CH3:5].[CH3:32][P+:33]([c:34]1[cH:35][cH:36][cH:37][cH:38][cH:39]1)([c:40]1[cH:41][cH:42][cH:43][cH:44][cH:45]1)[c:46]1[cH:47][cH:48][cH:49][cH:50][cH:51]1.[CH3:7][N:8]([CH2:9][CH2:10][c:11]1[c:12]([C:20](=[O:21])[c:22]2[n:23][c:24]([O:28][CH3:29])[cH:25][cH:26][cH:27]2)[c:13]2[c:14]([s:15]1)[cH:16][cH:17][cH:18][cH:19]2)[CH3:30].[K+:6]>>[CH2:1]=[C:20]([c:12]1[c:11]([CH2:10][CH2:9][N:8]([CH3:7])[CH3:30])[s:15][c:14]2[c:13]1[cH:19][cH:18][cH:17][cH:16]2)[c:22]1[n:23][c:24]([O:28][CH3:29])[cH:25][cH:26][cH:27]1. The reactants are C(C)(C)(C)C1=CC=C(C=C1)C1=CC=C(C=C1)CC=1N(C=C(N1)C1=C(C=C(C=C1)Cl)Cl)C1=CC=C(C=C1)I (2-(4′-tert-Butyl-biphenyl-4-ylmethyl)-4-(2,4-dichloro-phenyl)-1-(4-iodo-phenyl)-1H-imidazole), CC[C@H](C(=O)O)N (D-2-aminobutyric acid). The product is C(C)(C)(C)C1=CC=C(C=C1)C1=CC=C(C=C1)CC=1N(C=C(N1)C1=C(C=C(C=C1)Cl)Cl)C1=CC=C(C=C1)N[C@@H](C(=O)O)CC ((R)-2-{-4-[2-(4′-tert-butyl-biphenyl-4-ylmethyl)-4-(2,4-dichloro-phenyl)-imidazol-1-yl]-phenylamino}-butyric acid). As a reaction SMILES: [C:1]([C:5]1[CH:10]=[CH:9][C:8]([C:11]2[CH:16]=[CH:15][C:14]([CH2:17][C:18]3[N:19]([C:31]4[CH:36]=[CH:35][C:34](I)=[CH:33][CH:32]=4)[CH:20]=[C:21]([C:23]4[CH:28]=[CH:27][C:26]([Cl:29])=[CH:25][C:24]=4[Cl:30])[N:22]=3)=[CH:13][CH:12]=2)=[CH:7][CH:6]=1)([CH3:4])([CH3:3])[CH3:2].[CH3:38][CH2:39][C@@H:40]([NH2:44])[C:41]([OH:43])=[O:42]>>[C:1]([C:5]1[CH:10]=[CH:9][C:8]([C:11]2[CH:16]=[CH:15][C:14]([CH2:17][C:18]3[N:19]([C:31]4[CH:36]=[CH:35][C:34]([NH:44][C@H:40]([CH2:39][CH3:38])[C:41]([OH:43])=[O:42])=[CH:33][CH:32]=4)[CH:20]=[C:21]([C:23]4[CH:28]=[CH:27][C:26]([Cl:29])=[CH:25][C:24]=4[Cl:30])[N:22]=3)=[CH:13][CH:12]=2)=[CH:7][CH:6]=1)([CH3:4])([CH3:3])[CH3:2]. Reported procedure: 2-(4′-tert-Butyl-biphenyl-4-ylmethyl)-4-(2,4-dichloro-phenyl)-1-(4-iodo-phenyl)-1H-imidazole (191 mg, 0.3 mmol) was treated as described in general procedure R using D-2-aminobutyric acid (310 mg, 3 mmol) to give (R)-2-{-4-[2-(4′-tert-butyl-biphenyl-4-ylmethyl)-4-(2,4-dichloro-phenyl)-imidazol-1-yl]-phenylamino}-butyric acid, which was then treated as described in general procedure F to give (4R)-5-{-4-[2-(4′-tert-butyl-biphenyl-4-ylmethyl)-4-(2,4-dichloro-phenyl)-imidazol-1-yl]-phenyl}-4-ethyl-...